describe an organic reaction: reactants, conditions, products, and yield From a dataset of the Open Reaction Database (ORD), a public repository of structured organic reaction records. Starting materials: BrC1=CN=C2N1C=CC(=N2)C(C)(F)F (3-Bromo-7-(1,1-difluoroethyl)imidazo[1,2-α]pyrimidine), FC1=C(C=C(C=C1)B1OC(C(O1)(C)C)(C)C)C=1C=NC=CC1 (3-[2-fluoro-5-(4,4,5,5-tetramethyl-[1,3,2]dioxaborolan-2-yl)phenyl]pyridine). Product: FC(C)(F)C1=NC=2N(C=C1)C(=CN2)C2=CC(=C(C=C2)F)C=2C=NC=CC2 (7-(1,1-difluoroethyl)-3-[4-fluoro-3-(pyridin-3-yl)phenyl]imidazo[1,2-α]pyrimidine). Reaction SMILES: Br[C:2]1[N:6]2[CH:7]=[CH:8][C:9]([C:11]([F:14])([F:13])[CH3:12])=[N:10][C:5]2=[N:4][CH:3]=1.[F:15][C:16]1[CH:21]=[CH:20][C:19](B2OC(C)(C)C(C)(C)O2)=[CH:18][C:17]=1[C:31]1[CH:32]=[N:33][CH:34]=[CH:35][CH:36]=1>>[F:13][C:11]([C:9]1[CH:8]=[CH:7][N:6]2[C:2]([C:19]3[CH:20]=[CH:21][C:16]([F:15])=[C:17]([C:31]4[CH:32]=[N:33][CH:34]=[CH:35][CH:36]=4)[CH:18]=3)=[CH:3][N:4]=[C:5]2[N:10]=1)([F:14])[CH3:12]. Reported procedure: 3-Bromo-7-(1,1-difluoroethyl)imidazo[1,2-α]pyrimidine (113 mg, 0.43 mmol) was coupled with 3-[2-fluoro-5-(4,4,5,5-tetramethyl-[1,3,2]dioxaborolan-2-yl)phenyl]pyridine as described in Example 1 to give 7-(1,1-difluoroethyl)-3-[4-fluoro-3-(pyridin-3-yl)phenyl]imidazo[1,2-α]pyrimidine as a white powder: δH (360 MHz, DMSO) 2.11 (3H, t, J 7), 7.36 (1H, d, J 7), 7.55-7.64 (2H, m), 7.83-7.87 (1H, m), 7.99-8.01 (1H, m), 8.11-8.13 (1H, m), 8.21 (1H, s), 8.66 (1H, dd, J 5 and 1), 8.91 (1H, s), 9.27 (1H, d... The reactants are C[N+](=C)C.[I-] (Eschenmoser salt), C1CCC2=NCCCN2CC1 (1,8-Diazabicyclo[5.4.0]-7-undecene), C[N+](=C)C.[I-] (Eschenmoser salt), C(C)(C)(C)OC(=O)[C@@]1(CN(C(C1)=O)[C@H](C)C1=CC=CC=C1)CCC=O ((3S)-3-(3-oxo-1-propyl)-5-oxo-1-[(1R)-1-phenylethyl]pyrrolidine-3-carboxylic acid tert-butyl ester), [Cl-].[NH4+] (ammonium chloride). Run in ClCCl (dichloromethane). Conditions: time 16 hour. Product: C(C)(C)(C)OC(=O)[C@@]1(CN(C(C1)=O)[C@H](C)C1=CC=CC=C1)CC(C=O)=C ((3S)-3-(3-Oxo-2-methylene-1-propyl)-5-oxo-1-[(1R)-1-phenylethyl]pyrrolidine-3-carboxylic acid tert-butyl ester). RXN SMILES: [CH2:1]1CCN2C(=NCCC2)CC1.C[N+](C)=C.[I-].[C:17]([O:21][C:22]([C@@:24]1([CH2:38][CH2:39][CH:40]=[O:41])[CH2:28][C:27](=[O:29])[N:26]([C@@H:30]([C:32]2[CH:37]=[CH:36][CH:35]=[CH:34][CH:33]=2)[CH3:31])[CH2:25]1)=[O:23])([CH3:20])([CH3:19])[CH3:18].[Cl-].[NH4+]>ClCCl>[C:17]([O:21][C:22]([C@@:24]1([CH2:38][C:39](=[CH2:1])[CH:40]=[O:41])[CH2:28][C:27](=[O:29])[N:26]([C@@H:30]([C:32]2[CH:37]=[CH:36][CH:35]=[CH:34][CH:33]=2)[CH3:31])[CH2:25]1)=[O:23])([CH3:20])([CH3:19])[CH3:18] |f:1.2,4.5|. Procedure details: 1,8-Diazabicyclo[5.4.0]-7-undecene (2.17 ml, 14.5 mmol) and Eschenmoser salt (3.66 g, 19.8 mmol) were added to a solution of (3S)-3-(3-oxo-1-propyl)-5-oxo-1-[(1R)-1-phenylethyl]pyrrolidine-3-carboxylic acid tert-butyl ester in dichloromethane (88.0 ml) in a nitrogen atmosphere, and the mixture was stirred at room temperature for 16 hours. Thereafter, Eschenmoser salt (1.22 g, 6.59 mmol) was added, and the mixture was stirred at room temperature for three hours. A saturated ammonium chloride solu... Reactants: CC(=O)SCC(Cc1ccccc1)C(=O)Nc1cccc(C(=O)OCc2ccccc2)c1, CC#N, Cl, N. Product: O=C(OCc1ccccc1)c1cccc(NC(=O)C(CS)Cc2ccccc2)c1. Reaction SMILES: [C:1](=[O:2])([CH3:3])[S:4][CH2:5][CH:6]([C:7](=[O:8])[NH:9][c:10]1[cH:11][c:12]([C:13](=[O:14])[O:15][CH2:16][c:17]2[cH:18][cH:19][cH:20][cH:21][cH:22]2)[cH:23][cH:24][cH:25]1)[CH2:26][c:27]1[cH:28][cH:29][cH:30][cH:31][cH:32]1.[CH3:35][C:36]#[N:37].[ClH:34].[NH3:33]>>[SH:4][CH2:5][CH:6]([C:7](=[O:8])[NH:9][c:10]1[cH:11][c:12]([C:13](=[O:14])[O:15][CH2:16][c:17]2[cH:18][cH:19][cH:20][cH:21][cH:22]2)[cH:23][cH:24][cH:25]1)[CH2:26][c:27]1[cH:28][cH:29][cH:30][cH:31][cH:32]1. Starting materials: Fc1cc(Cl)ccc1CCBr, COc1ccc(OC)c(Sc2nc3c(N)ncnc3[nH]2)c1. Product: COc1ccc(OC)c(Sc2nc3c(N)ncnc3n2CCc2ccc(Cl)cc2F)c1. RXN SMILES: [Br:22][CH2:23][CH2:24][c:25]1[c:26]([F:32])[cH:27][c:28]([Cl:31])[cH:29][cH:30]1.[CH3:1][O:2][c:3]1[c:4]([S:11][c:12]2[nH:13][c:14]3[n:15][cH:16][n:17][c:18]([NH2:21])[c:19]3[n:20]2)[cH:5][c:6]([O:9][CH3:10])[cH:7][cH:8]1>>[CH3:1][O:2][c:3]1[c:4]([S:11][c:12]2[n:13]([CH2:23][CH2:24][c:25]3[c:26]([F:32])[cH:27][c:28]([Cl:31])[cH:29][cH:30]3)[c:14]3[n:15][cH:16][n:17][c:18]([NH2:21])[c:19]3[n:20]2)[cH:5][c:6]([O:9][CH3:10])[cH:7][cH:8]1. The reactants are FC=1C(=C2CCC(NC2=CC1)C)Cl (6-fluoro-5-chloro-1,2,3,4-tetrahydroquinaldine), C(C)OC=C(C(=O)OCC)C(=O)OCC (diethyl ethoxymethylenemalonate), polyphosphoric acid, O=P12OP3(=O)OP(=O)(O1)OP(=O)(O2)O3 (phosphorus pentoxide), P(O)(O)(O)=O (phosphoric acid), [OH-].[Na+] (sodium hydroxide), ice. Reaction conditions: temperature 160 celsius. Product: FC1=C(C=2CCC(N3C=C(C(C(C23)=C1)=O)C(=O)O)C)Cl (9-fluoro-8-chloro-5-methyl-6,7-dihydro-1-oxo-1H,5H-benzo[ij]quinolizine-2-carboxylic acid). The yield is 54.0%. As a reaction SMILES: [F:1][C:2]1[C:3]([Cl:13])=[C:4]2[C:9](=[CH:10][CH:11]=1)[NH:8][CH:7]([CH3:12])[CH2:6][CH2:5]2.C([O:16][CH:17]=[C:18]([C:24](OCC)=O)[C:19]([O:21]CC)=[O:20])C.O=P12OP3(OP(OP(O3)(O1)=O)(=O)O2)=O.P(=O)(O)(O)O.[OH-].[Na+]>>[F:1][C:2]1[CH:11]=[C:10]2[C:9]3[N:8]([CH:24]=[C:18]([C:19]([OH:21])=[O:20])[C:17]2=[O:16])[CH:7]([CH3:12])[CH2:6][CH2:5][C:4]=3[C:3]=1[Cl:13] |f:4.5|. Procedure: A mixture of 1.5 g of 6-fluoro-5-chloro-1,2,3,4-tetrahydroquinaldine and 1.8 g of diethyl ethoxymethylenemalonate was heated at 160° C. for 30 minutes. Then, 14 g of polyphosphoric acid prepared from 7 g of phosphorus pentoxide and 7 g of phosphoric acid was added to the mixture and the resulting mixture was allowed to react by heating at 140° to 150° C. for 1 hour. After completion of the reaction, the reaction mixture was poured onto 100 g of ice, followed by adjusting the mixture to pH 6 to 7... Procedure details: The title compound is prepared in a manner substantially analogous to Procedure B′ from 4′-trifluoromethyl-biphenyl-4-carboxylic acid, lithium salt using (R)-2-pyrrolidine methanol as the amine. MS (ES+) 350.2 RXN SMILES: [F:1][C:2]([F:19])([F:18])[C:3]1[CH:8]=[CH:7][C:6]([C:9]2[CH:14]=[CH:13][C:12]([C:15](O)=[O:16])=[CH:11][CH:10]=2)=[CH:5][CH:4]=1.[Li].[NH:21]1[CH2:25][CH2:24][CH2:23][C@@H:22]1[CH2:26][OH:27]>>[OH:27][CH2:26][C@H:22]1[CH2:23][CH2:24][CH2:25][N:21]1[C:15]([C:12]1[CH:11]=[CH:10][C:9]([C:6]2[CH:5]=[CH:4][C:3]([C:2]([F:18])([F:1])[F:19])=[CH:8][CH:7]=2)=[CH:14][CH:13]=1)=[O:16] |^1:19|. Reactants: amine, FC(C1=CC=C(C=C1)C1=CC=C(C=C1)C(=O)O)(F)F (4′-trifluoromethyl-biphenyl-4-carboxylic acid), [Li] (lithium), N1[C@H](CCC1)CO ((R)-2-pyrrolidine methanol). Yields the product OC[C@@H]1N(CCC1)C(=O)C1=CC=C(C=C1)C1=CC=C(C=C1)C(F)(F)F ((2-(R)-Hydroxymethyl-pyrrolidin-1-yl)-(4′-trifluoromethyl-biphenyl-4-yl)-methanone).